This data is from the Open Reaction Database (ORD), a public repository of structured organic reaction records. The task is: describe an organic reaction: reactants, conditions, products, and yield Reactants: CC1=C(C=C(C=C1)C)C (1,2,4-trimethyl benzene), C12C(C)(C)C(=C)C(CC1)C2 (camphene), C(C)=O (acetaldehyde), five. The product is CC1(C(C2CCC1C2)CC(C)=O)C (1-(3,3-DIMETHYL-2-NORBORNYL)-2-PROPANONE). Yield: 40.5%. As a reaction SMILES: [CH:1]12[CH2:10][CH:7]([CH2:8][CH2:9]1)[C:5](=[CH2:6])[C:2]2([CH3:4])[CH3:3].[CH:11](=[O:13])[CH3:12].CC1C=CC(C)=CC=1C>>[CH3:3][C:2]1([CH3:4])[CH:1]2[CH2:10][CH:7]([CH2:8][CH2:9]2)[CH:5]1[CH2:6][C:11](=[O:13])[CH3:12]. Procedure details: A 1 liter water jacketed photochemical reaction vessel equipped with magnetic stirrer and pyrex immersion well is charged with 418 g camphene (807, Aldrich) and 372 g acetaldehyde and 30 g diacetyl (photochemical hydrogen abstractor). The mixture is irradiated with a 450 medium pressure mercury lamp (Hanovia) for 55 hours, during which time five 30 g portions of diacetyl are added at varying intervals. The reaction mixture is combined with 150 g of 1,2,4-trimethyl benzene and washed with water. ... The product is CC(=O)NNc1nc(O)nc(-c2ccc(Cl)cc2)n1. As a reaction SMILES: [CH2:24]1[O:25][CH2:26][CH2:27][CH2:28]1.[CH3:1][C:2]([O:3][C:5]([CH3:6])=[O:7])=[O:4].[Cl:8][c:9]1[cH:10][cH:11][c:12](-[c:15]2[n:16][c:17]([NH:22][NH2:23])[n:18][c:19]([OH:21])[n:20]2)[cH:13][cH:14]1>>[C:5]([CH3:6])(=[O:7])[NH:23][NH:22][c:17]1[n:16][c:15](-[c:12]2[cH:11][cH:10][c:9]([Cl:8])[cH:14][cH:13]2)[n:20][c:19]([OH:21])[n:18]1. Reactants: C1CCOC1, CC(=O)OC(C)=O, NNc1nc(O)nc(-c2ccc(Cl)cc2)n1.